Dataset: the Open Reaction Database (ORD), a public repository of structured organic reaction records. Task: describe an organic reaction: reactants, conditions, products, and yield Reactants: [BH4-], CO, O=Cc1ccccc1[N+](=O)[O-], COc1ccc(C(O)CN)cc1OC, [Na+]. The product is COc1ccc(C(O)CNCc2ccccc2[N+](=O)[O-])cc1OC. As a reaction SMILES: [BH4-:26].[CH3:28][OH:29].[N+:15](=[O:16])([O-:17])[c:18]1[c:19]([CH:20]=[O:21])[cH:22][cH:23][cH:24][cH:25]1.[NH2:1][CH2:2][CH:3]([OH:4])[c:5]1[cH:6][c:7]([O:13][CH3:14])[c:8]([O:11][CH3:12])[cH:9][cH:10]1.[Na+:27]>>[NH:1]([CH2:2][CH:3]([OH:4])[c:5]1[cH:6][c:7]([O:13][CH3:14])[c:8]([O:11][CH3:12])[cH:9][cH:10]1)[CH2:20][c:19]1[c:18]([N+:15](=[O:16])[O-:17])[cH:25][cH:24][cH:23][cH:22]1. Starting materials: N(=O)[O-].[Na+] (sodium nitrite), CN1CC(NC2=C(C1=O)C=CC=C2)=CC(=O)OCC (ethyl (1,3,4,5-tetrahydro-4-methyl-5-oxo-2H-1,4-benzodiazepin-2-ylidene)acetate), O (water). The solvent is C(C)(=O)O (acetic acid). Reaction conditions: time 10 minute. The product is CN1CC(=NC2=C(C1=O)C=CC=C2)C(C(OCC)=NO)=O (ethyl 4,5-dihydro-4-methyl-5-oxo-3H-1,4-benzodiazepine-2-glyoxylate α-oxime). As a reaction SMILES: [CH3:1][N:2]1[C:8](=[O:9])[C:7]2[CH:10]=[CH:11][CH:12]=[CH:13][C:6]=2[NH:5][C:4](=[CH:14][C:15]([O:17][CH2:18][CH3:19])=O)[CH2:3]1.[N:20]([O-])=[O:21].[Na+].[OH2:24]>C(O)(=O)C>[CH3:1][N:2]1[C:8](=[O:9])[C:7]2[CH:10]=[CH:11][CH:12]=[CH:13][C:6]=2[N:5]=[C:4]([C:14](=[O:24])[C:15](=[N:20][OH:21])[O:17][CH2:18][CH3:19])[CH2:3]1 |f:1.2|. Reported procedure: 32.2 g (0.124 mol) of ethyl (1,3,4,5-tetrahydro-4-methyl-5-oxo-2H-1,4-benzodiazepin-2-ylidene)acetate are dissolved in 300 ml of acetic acid and treated at room temperature with 12.8 g (0.186 mol) of sodium nitrite. The mixture is stirred at room temperature for a further 10 minutes, then poured into 1 liter of water and extracted three times with 200 ml of chloroform each time. The combined chloroform phases are washed with 100 ml of water, dried over magnesium sulphate and evaporated. The resi...